Dataset: the Open Reaction Database (ORD), a public repository of structured organic reaction records. Task: describe an organic reaction: reactants, conditions, products, and yield Starting materials: ClC=1C=C(CN2C(C3=C(C(N(C(=C3CC2)C(=O)OC)C)=O)OC)=O)C=CC1F (methyl 6-(3-chloro-4-fluorobenzyl)-4-methoxy-2-methyl-3,5-dioxo-2,3,5,6,7,8-hexahydro-2,6-naphthyridine-1-carboxylate), C(C)NCC (diethyl amine). Yields the product ClC=1C=C(CN2C(C3=C(C(N(C(=C3CC2)C(=O)N(CC)CC)C)=O)O)=O)C=CC1F (6-(3-chloro-4-fluorobenzyl)-N,N-diethyl-4-hydroxy-2-methyl-3,5-dioxo-2,3,5,6,7,8-hexahydro-2,6-naphthyridine-1-carboxamide). As a reaction SMILES: [Cl:1][C:2]1[CH:3]=[C:4]([CH:25]=[CH:26][C:27]=1[F:28])[CH2:5][N:6]1[CH2:15][CH2:14][C:13]2[C:8](=[C:9]([O:22]C)[C:10](=[O:21])[N:11]([CH3:20])[C:12]=2[C:16]([O:18]C)=O)[C:7]1=[O:24].[CH2:29]([NH:31][CH2:32][CH3:33])[CH3:30]>>[Cl:1][C:2]1[CH:3]=[C:4]([CH:25]=[CH:26][C:27]=1[F:28])[CH2:5][N:6]1[CH2:15][CH2:14][C:13]2[C:8](=[C:9]([OH:22])[C:10](=[O:21])[N:11]([CH3:20])[C:12]=2[C:16]([N:31]([CH2:32][CH3:33])[CH2:29][CH3:30])=[O:18])[C:7]1=[O:24]. Reported procedure: The title compound was prepared from methyl 6-(3-chloro-4-fluorobenzyl)-4-methoxy-2-methyl-3,5-dioxo-2,3,5,6,7,8-hexahydro-2,6-naphthyridine-1-carboxylate in a manner similar to that described in Example 12, Steps 12, 13 and 14, using diethyl amine in place of dimethylamine in the step corresponding to Step 13 of Example 12. Starting materials: N([C@@H](CO)C(=O)N[C@@H](CC(C)C)C(=O)N[C@@H](CO)C(=O)N[C@@H]([C@H](O)C)C(=O)N[C@@H](CC(N)=O)C(=O)N[C@@H](CC(C)C)C(=O)N[C@@H](CCC(N)=O)C(=O)N[C@@H](CCC(O)=O)C(=O)N[C@@H](CO)C(=O)N[C@@H](CC(C)C)C(=O)N[C@@H](CCCNC(N)=N)C(=O)N[C@@H](CO)C(=O)N[C@@H](CCCCNS(=O)(=O)C1=CC=C(C)C=C1)C(=O)N[C@@H](CCC(O)=O)C(=O)O)C(=O)OCC1=CC=CC=C1 (Z-Ser-Leu-Ser-Thr-Asn-Leu-Gln-Glu-Ser-Leu-Arg-Ser-Lys(Tos)-Glu-OH). Run in N (ammonia). The product is N[C@@H](CO)C(=O)N[C@@H](CC(C)C)C(=O)N[C@@H](CO)C(=O)N[C@@H]([C@H](O)C)C(=O)N[C@@H](CC(N)=O)C(=O)N[C@@H](CC(C)C)C(=O)N[C@@H](CCC(N)=O)C(=O)N[C@@H](CCC(O)=O)C(=O)N[C@@H](CO)C(=O)N[C@@H](CC(C)C)C(=O)N[C@@H](CCCNC(N)=N)C(=O)N[C@@H](CO)C(=O)N[C@@H](CCCCN)C(=O)N[C@@H](CCC(O)=O)C(=O)O (H-Ser-Leu-Ser-Thr-Asn-Leu-Gln-Glu-Ser-Leu-Arg-Ser-Lys-Glu-OH). RXN SMILES: [NH:1](C(OCC1C=CC=CC=1)=O)[C@H:2]([C:5]([NH:7][C@H:8]([C:13]([NH:15][C@H:16]([C:19]([NH:21][C@H:22]([C:26]([NH:28][C@H:29]([C:34]([NH:36][C@H:37]([C:42]([NH:44][C@H:45]([C:51]([NH:53][C@H:54]([C:60]([NH:62][C@H:63]([C:66]([NH:68][C@H:69]([C:74]([NH:76][C@H:77]([C:85]([NH:87][C@H:88]([C:91]([NH:93][C@H:94]([C:110]([NH:112][C@H:113]([C:119]([OH:121])=[O:120])[CH2:114][CH2:115][C:116](=[O:118])[OH:117])=[O:111])[CH2:95][CH2:96][CH2:97][CH2:98][NH:99]S(C1C=CC(C)=CC=1)(=O)=O)=[O:92])[CH2:89][OH:90])=[O:86])[CH2:78][CH2:79][CH2:80][NH:81][C:82](=[NH:84])[NH2:83])=[O:75])[CH2:70][CH:71]([CH3:73])[CH3:72])=[O:67])[CH2:64][OH:65])=[O:61])[CH2:55][CH2:56][C:57](=[O:59])[OH:58])=[O:52])[CH2:46][CH2:47][C:48](=[O:50])[NH2:49])=[O:43])[CH2:38][CH:39]([CH3:41])[CH3:40])=[O:35])[CH2:30][C:31](=[O:33])[NH2:32])=[O:27])[C@@H:23]([CH3:25])[OH:24])=[O:20])[CH2:17][OH:18])=[O:14])[CH2:9][CH:10]([CH3:12])[CH3:11])=[O:6])[CH2:3][OH:4]>N>[NH2:1][C@H:2]([C:5]([NH:7][C@H:8]([C:13]([NH:15][C@H:16]([C:19]([NH:21][C@H:22]([C:26]([NH:28][C@H:29]([C:34]([NH:36][C@H:37]([C:42]([NH:44][C@H:45]([C:51]([NH:53][C@H:54]([C:60]([NH:62][C@H:63]([C:66]([NH:68][C@H:69]([C:74]([NH:76][C@H:77]([C:85]([NH:87][C@H:88]([C:91]([NH:93][C@H:94]([C:110]([NH:112][C@H:113]([C:119]([OH:121])=[O:120])[CH2:114][CH2:115][C:116](=[O:117])[OH:118])=[O:111])[CH2:95][CH2:96][CH2:97][CH2:98][NH2:99])=[O:92])[CH2:89][OH:90])=[O:86])[CH2:78][CH2:79][CH2:80][NH:81][C:82](=[NH:83])[NH2:84])=[O:75])[CH2:70][CH:71]([CH3:72])[CH3:73])=[O:67])[CH2:64][OH:65])=[O:61])[CH2:55][CH2:56][C:57](=[O:58])[OH:59])=[O:52])[CH2:46][CH2:47][C:48](=[O:50])[NH2:49])=[O:43])[CH2:38][CH:39]([CH3:40])[CH3:41])=[O:35])[CH2:30][C:31](=[O:33])[NH2:32])=[O:27])[C@@H:23]([CH3:25])[OH:24])=[O:20])[CH2:17][OH:18])=[O:14])[CH2:9][CH:10]([CH3:12])[CH3:11])=[O:6])[CH2:3][OH:4]. Procedure details: 150 Milligrams of Z-Ser-Leu-Ser-Thr-Asn-Leu-Gln-Glu-Ser-Leu-Arg-Ser-Lys(Tos)-Glu-OH was dissolved in liquid ammonia previously dried with metallic sodium, then small pieces of metallic sodium were added to the solution under stirring condition until the color of the reaction mixture is changed to blue and kept it for 30 seconds to 1 minute. Further crystals of NH4Cl were added to the reaction mixture, an excess metallic sodium was neutralized, after ammonia was removed completely by distillation...